From a dataset of the Open Reaction Database (ORD), a public repository of structured organic reaction records. describe an organic reaction: reactants, conditions, products, and yield The reactants are O=S(=O)(Cl)c1ccc(Br)cc1, CCN(C(C)C)C(C)C, CCOCCN, [Na+], O=C([O-])O, C1CCOC1. Product: CCOCCNS(=O)(=O)c1ccc(Br)cc1. RXN SMILES: [Br:7][c:8]1[cH:9][cH:10][c:11]([S:14](=[O:15])(=[O:16])[Cl:17])[cH:12][cH:13]1.[CH2:18]([N:19]([CH:20]([CH3:21])[CH3:22])[CH:23]([CH3:24])[CH3:25])[CH3:26].[CH2:1]([CH3:2])[O:3][CH2:4][CH2:5][NH2:6].[Na+:31].[O-:27][C:28]([OH:29])=[O:30].[O:32]1[CH2:33][CH2:34][CH2:35][CH2:36]1>>[CH2:1]([CH3:2])[O:3][CH2:4][CH2:5][NH:6][S:14]([c:11]1[cH:10][cH:9][c:8]([Br:7])[cH:13][cH:12]1)(=[O:15])=[O:16].